This data is from the Open Reaction Database (ORD), a public repository of structured organic reaction records. The task is: describe an organic reaction: reactants, conditions, products, and yield The reactants are ClC1=C2C(C(NC2=CC=C1)=O)=O (4-chloroisatin), CCC(=O)C1=CC=C(C=C1)C2=CC=CC=C2 (4-phenylpropiophenone), C(C)NCC (diethylamine), C(C)O (ethanol). Run at time 18 hour. Product: C1(=CC=C(C=C1)C1=NC2=CC=CC(=C2C(=C1C)C(=O)O)Cl)C1=CC=CC=C1 (2-(1,1'-Biphenyl-4-yl)-5-chloro-3-methyl-quinoline-4-carboxylic acid). Isolated yield 58.0%. As a reaction SMILES: [Cl:1][C:2]1[CH:10]=[CH:9][CH:8]=[C:7]2[C:3]=1[C:4](=O)[C:5](=[O:11])[NH:6]2.[CH3:13][CH2:14][C:15]([C:17]1[CH:22]=[CH:21][C:20]([C:23]2[CH:28]=[CH:27][CH:26]=[CH:25][CH:24]=2)=[CH:19][CH:18]=1)=O.C(NCC)C.C([OH:36])C>>[C:20]1([C:23]2[CH:24]=[CH:25][CH:26]=[CH:27][CH:28]=2)[CH:19]=[CH:18][C:17]([C:15]2[C:14]([CH3:13])=[C:4]([C:5]([OH:11])=[O:36])[C:3]3[C:7](=[CH:8][CH:9]=[CH:10][C:2]=3[Cl:1])[N:6]=2)=[CH:22][CH:21]=1. Reported procedure: A mixture of 4-chloroisatin (7.28 g, 0.04 mol), [J. Am. Chem. Soc., 1251 (1956)], 4-phenylpropiophenone (8.8 g, 0.04 mol), diethylamine (4 ml, 0.04 mol) and ethanol (200 ml) was stirred for a period of 18 hours at room temperature. The precipitated solids were collected by filtration, washed with ice-cold ethanol and air dried to yield the adduct (9.1 g, 58%) m.p. 209°-214° dec.